Dataset: the Open Reaction Database (ORD), a public repository of structured organic reaction records. Task: describe an organic reaction: reactants, conditions, products, and yield The product is OCCN1CCC(CC1)CNC(=O)C1=CC2=C(N(C(=N2)NC=2SC3=C(N2)C=CC(=C3)Cl)CCOC)C=C1 (2-(6-Chloro-benzothiazol-2-ylamino)-1-(2-methoxy-ethyl)-1H-benzoimidazole-5-carboxylic acid [1-(2-hydroxy-ethyl)piperidin-4-ylmethyl]-amide). Reactants: Cl.Cl.N1CCC(CC1)CNC(=O)C1=CC2=C(N(C(=N2)NC=2SC3=C(N2)C=CC(=C3)Cl)CCOC)C=C1 (2-(6-chloro-benzothiazol-2-ylamino)-1-(2-methoxy-ethyl)-1H-benzoimidazole-5-carboxylic acid (piperidin-4-ylmethyl)-amide dihydrochloride), O1C(COC(C1)O)O ([1,4]dioxane-2,5-diol), [BH-](OC(=O)C)(OC(=O)C)OC(=O)C.[Na+] (Na(OAc)3BH). As a reaction SMILES: Cl.Cl.[NH:3]1[CH2:8][CH2:7][CH:6]([CH2:9][NH:10][C:11]([C:13]2[CH:36]=[CH:35][C:16]3[N:17]([CH2:31][CH2:32][O:33][CH3:34])[C:18]([NH:20][C:21]4[S:22][C:23]5[CH:29]=[C:28]([Cl:30])[CH:27]=[CH:26][C:24]=5[N:25]=4)=[N:19][C:15]=3[CH:14]=2)=[O:12])[CH2:5][CH2:4]1.[O:37]1CC(O)O[CH2:39][CH:38]1O.[BH-](OC(C)=O)(OC(C)=O)OC(C)=O.[Na+]>C(Cl)Cl>[OH:37][CH2:38][CH2:39][N:3]1[CH2:8][CH2:7][CH:6]([CH2:9][NH:10][C:11]([C:13]2[CH:36]=[CH:35][C:16]3[N:17]([CH2:31][CH2:32][O:33][CH3:34])[C:18]([NH:20][C:21]4[S:22][C:23]5[CH:29]=[C:28]([Cl:30])[CH:27]=[CH:26][C:24]=5[N:25]=4)=[N:19][C:15]=3[CH:14]=2)=[O:12])[CH2:5][CH2:4]1 |f:0.1.2,4.5|. Reported procedure: 2-(6-Chloro-benzothiazol-2-ylamino)-1-(2-methoxy-ethyl)-1H-benzoimidazole-5-carboxylic acid [1-(2-hydroxy-ethyl)piperidin-4-ylmethyl]-amide (45 mg) was prepared by following General Procedure P starting from 2-(6-chloro-benzothiazol-2-ylamino)-1-(2-methoxy-ethyl)-1H-benzoimidazole-5-carboxylic acid (piperidin-4-ylmethyl)-amide dihydrochloride (136 mg), [1,4]dioxane-2,5-diol (54 mg), and Na(OAc)3BH (95 mg) in DCM (2 mL). LC/MS: m/z 542.7. The yield is 34.8%. Solvent: C(Cl)Cl (DCM). Conditions: time 20 minute. Product: O=C1N=C(NC=C1)NC1=CC=C(C=C1)/C=C/CC(=O)OC (Methyl (E)-4-{4-((1,4-dihydro-4-oxopyrimidin-2-yl)amino)pheny}-3-butenoate). Isolated yield 35.3%. Reported procedure: A mixture comprising 3.00 g of methyl (E)-4-(4-aminophenyl)-3-butenoate and 2.34 g of 2-methylthio-1,4-dihydro-4-oxopyrimidine was stirred at 150° to 160° C. for 20 minutes. The reaction mixture was purified by silica gel column chromatography [solvent: dichloromethane/methanol (30:1)] to obtain 1.58 g of the title compound as a light brown powder (yield: 35%). The reactants are NC1=CC=C(C=C1)/C=C/CC(=O)OC (methyl (E)-4-(4-aminophenyl)-3-butenoate), CSC=1NC=CC(N1)=O (2-methylthio-1,4-dihydro-4-oxopyrimidine). RXN SMILES: [NH2:1][C:2]1[CH:7]=[CH:6][C:5](/[CH:8]=[CH:9]/[CH2:10][C:11]([O:13][CH3:14])=[O:12])=[CH:4][CH:3]=1.CS[C:17]1[NH:18][CH:19]=[CH:20][C:21](=[O:23])[N:22]=1>>[O:23]=[C:21]1[CH:20]=[CH:19][NH:18][C:17]([NH:1][C:2]2[CH:3]=[CH:4][C:5](/[CH:8]=[CH:9]/[CH2:10][C:11]([O:13][CH3:14])=[O:12])=[CH:6][CH:7]=2)=[N:22]1. The product is FC=1C=C(C=CC1NN)N1C(O[C@H](C1)CNC(C)=O)=O ((S)—N-((3-(3-fluoro-4-hydrazinophenyl)-2-oxooxazolidin-5-yl)methyl)acetamide). The solvent is CO (methanol), O (water), Cl (hydrochloric acid), Cl (hydrochloric acid), Cl (hydrochloric acid). Isolated yield 70.0%. Procedure: 3 g (11.22 mmol) of (S)—N-((3-(4-amino-3-fluorophenyl)-2-oxooxazolidin-5-yl) methyl)acetamide (7) was dissolved in a blend of 6 mL methanol, 12 mL water and 3 mL concentrated hydrochloric acid. The resultant mixture was stirred for 10 minutes in an ice-salt bath to maintain the internal temperature below −5° C. Then, a NaNO2 solution prepared in advance was slowly dropped into the mixture. After completion of the addition, the mixture was stirred in the ice-salt bath for another 30 minutes to pr... The reactants are NC1=C(C=C(C=C1)N1C(O[C@H](C1)CNC(C)=O)=O)F ((S)—N-((3-(4-amino-3-fluorophenyl)-2-oxooxazolidin-5-yl) methyl)acetamide), Cl[Sn]Cl (SnCl2), diazonium salt, ice-salt, diazonium salt, resultant mixture, N(=O)[O-].[Na+] (NaNO2), Cl[Sn]Cl (SnCl2). As a reaction SMILES: [NH2:1][C:2]1[CH:7]=[CH:6][C:5]([N:8]2[CH2:12][C@H:11]([CH2:13][NH:14][C:15](=[O:17])[CH3:16])[O:10][C:9]2=[O:18])=[CH:4][C:3]=1[F:19].[N:20]([O-])=O.[Na+].Cl[Sn]Cl>CO.O.Cl>[F:19][C:3]1[CH:4]=[C:5]([N:8]2[CH2:12][C@H:11]([CH2:13][NH:14][C:15](=[O:17])[CH3:16])[O:10][C:9]2=[O:18])[CH:6]=[CH:7][C:2]=1[NH:1][NH2:20] |f:1.2|. The reactants are CCOC(=O)C(CC#N)C(=O)OCC, CCCCCC, O=[N+]([O-])c1ccc(Cl)nc1, [H-], [Na+], C1CCOC1. Product: CCOC(=O)C(CC#N)(C(=O)OCC)c1ccc([N+](=O)[O-])cn1. As a reaction SMILES: [C:3](#[N:4])[CH2:5][CH:6]([C:7](=[O:8])[O:9][CH2:10][CH3:11])[C:12](=[O:13])[O:14][CH2:15][CH3:16].[CH3:27][CH2:28][CH2:29][CH2:30][CH2:31][CH3:32].[Cl:17][c:18]1[n:19][cH:20][c:21]([N+:24](=[O:25])[O-:26])[cH:22][cH:23]1.[H-:1].[Na+:2].[O:33]1[CH2:34][CH2:35][CH2:36][CH2:37]1>>[C:3](#[N:4])[CH2:5][C:6]([C:7](=[O:8])[O:9][CH2:10][CH3:11])([C:12](=[O:13])[O:14][CH2:15][CH3:16])[c:18]1[n:19][cH:20][c:21]([N+:24](=[O:25])[O-:26])[cH:22][cH:23]1. Starting materials: N[C@@H]1C(N(CCCC1)CC(=O)O)=O (3-(S)-amino-1-carboxymethylperhydroazepin-2-one), [OH-].[Na+] (sodium hydroxide), amine, O.C1(=CC=CC=C1)CC(C(=O)[O-])=O.[Na+] (sodium phenylpyruvate monohydrate), C(#N)[BH3-].[Na+] (sodium cyanoborohydride). Solvent: O (water), O (water). Product: C(=O)(O)CN1C([C@H](CCCC1)NC(CC1=CC=CC=C1)C(=O)O)=O (1-Carboxymethyl-3-(S)-[(1-carboxy-2-phenylethyl)amino]perhydroazepin-2-one). As a reaction SMILES: [NH2:1][C@H:2]1[CH2:8][CH2:7][CH2:6][CH2:5][N:4]([CH2:9][C:10]([OH:12])=[O:11])[C:3]1=[O:13].[OH-].[Na+].O.[C:17]1([CH2:23][C:24](=O)[C:25]([O-:27])=[O:26])[CH:22]=[CH:21][CH:20]=[CH:19][CH:18]=1.[Na+].C([BH3-])#N.[Na+]>O>[C:10]([CH2:9][N:4]1[CH2:5][CH2:6][CH2:7][CH2:8][C@H:2]([NH:1][CH:24]([C:25]([OH:27])=[O:26])[CH2:23][C:17]2[CH:22]=[CH:21][CH:20]=[CH:19][CH:18]=2)[C:3]1=[O:13])([OH:12])=[O:11] |f:1.2,3.4.5,6.7|. Procedure details: Prepare an aqueous solution of 500 mg 3-(S)-amino-1-carboxymethylperhydroazepin-2-one in 5 ml water. Adjust the pH to 6 with 1N sodium hydroxide solution and add 15 ml water. React this amine with 2.24 g sodium phenylpyruvate monohydrate and 400 mg sodium cyanoborohydride as described in Example 1. Purify 370 mg of the crude product on an LH-20 column and isoalte 240 mg of 1-carboxymethyl-3-(S)-[(1-carboxy-2-phenylethyl)amino]perhydroazepin-2-one. Reactants: NC1=C(C(=CC=C1)O)NC(=S)NC1=C(C=CC=C1Cl)Cl (1-(2-Amino-6 hydroxyphenyl)-3-(2,6-dichlorophenyl)thiourea), CI (methyl iodide). The solvent is C(C)O (ethanol). Yields the product Cl.ClC1=C(C(=CC=C1)Cl)NC1=NC2=C(N1)C=CC=C2O (2-(2,6-Dichlorophenylamino)-1H-benzimidazol-4-ol hydrochloride). The yield is 47.0%. Reaction SMILES: [NH2:1][C:2]1[CH:7]=[CH:6][CH:5]=[C:4]([OH:8])[C:3]=1[NH:9][C:10]([NH:12][C:13]1[C:18]([Cl:19])=[CH:17][CH:16]=[CH:15][C:14]=1[Cl:20])=S.CI>C(O)C>[ClH:19].[Cl:20][C:14]1[CH:15]=[CH:16][CH:17]=[C:18]([Cl:19])[C:13]=1[NH:12][C:10]1[NH:1][C:2]2[CH:7]=[CH:6][CH:5]=[C:4]([OH:8])[C:3]=2[N:9]=1 |f:3.4|. Reported procedure: Intermediate 1 was dissolved in ethanol and treated with 8 equivalents of methyl iodide. The mixture was heated to reflux for 8 h. After it cooled to RT, the reaction solution was filtered through activated carbon and the filtrate was concentrated in vacuo. The residue was treated with 0.5 N HCl and the precipitate was filtered off with suction after 30 min. The residue was stirred once more with EA and dried. The title compound was isolated in a yield of 47%. M.p.: 333-335° C. Yield: 94.0%. Reaction SMILES: [F:1][C:2]([F:8])([F:7])[S:3]([O-:6])(=[O:5])=[O:4].C([O:13][C:14]1[CH:19]=[CH:18][C:17]([S+:20]([C:27]2[CH:32]=[CH:31][C:30]([O:33]C(C)(C)C)=[CH:29][CH:28]=2)[C:21]2[CH:26]=[CH:25][CH:24]=[CH:23][CH:22]=2)=[CH:16][CH:15]=1)(C)(C)C.FC(F)(F)S(O)(=O)=O>CO>[F:1][C:2]([F:8])([F:7])[S:3]([O-:6])(=[O:5])=[O:4].[OH:13][C:14]1[CH:19]=[CH:18][C:17]([S+:20]([C:27]2[CH:28]=[CH:29][C:30]([OH:33])=[CH:31][CH:32]=2)[C:21]2[CH:26]=[CH:25][CH:24]=[CH:23][CH:22]=2)=[CH:16][CH:15]=1 |f:0.1,4.5|. The product is FC(S(=O)(=O)[O-])(F)F.OC1=CC=C(C=C1)[S+](C1=CC=CC=C1)C1=CC=C(C=C1)O (bis(p-hydroxyphenyl)phenylsulfonium trifluoromethanesulfonate). Starting materials: FC(S(=O)(=O)[O-])(F)F.C(C)(C)(C)OC1=CC=C(C=C1)[S+](C1=CC=CC=C1)C1=CC=C(C=C1)OC(C)(C)C (bis(p-tert-butoxyphenyl)phenylsulfonium trifluoromethanesulfonate), FC(S(=O)(=O)O)(F)F (trifluoromethanesulfonic acid). Run in CO (methanol). Reported procedure: A solution of 55.7 g (0.1 mol) of bis(p-tert-butoxyphenyl)phenylsulfonium trifluoromethanesulfonate and 1.5 g (0.01 mol) of trifluoromethanesulfonic acid in 500 g of methanol was heated at 60° to 70° C. for 7 hours with stirring. The reaction mixture was evaporated in vacuo. The residual oil was washed two times with 100 g of diethyl ether. The amount of this crude product was 42 g (94% yield). Without further purification, the crude product was used in subsequent reaction. The reactants are NC1=CC=C(C=C1)C1=C(NC2=CN=CC=C21)C(=O)N (3-(4-aminophenyl)-1H-pyrrolo[2,3-c]pyridine-2-carboxamide), COC1=C(C=C(C=C1)C)N=C=O (2-methoxy-5-methylphenyl isocyanate). Solvent: ClCCl (dichloromethane), O1CCCC1 (tetrahydrofuran). Conditions: time 16 hour. Yields the product COC1=C(C=C(C=C1)C)NC(NC1=CC=C(C=C1)C1=C(NC2=CN=CC=C21)C(=O)N)=O (3-{4-[3-(2-methoxy-5-methylphenyl)ureido]phenyl}-1H-pyrrolo[2,3-c]pyridine-2-carboxamide). Reaction SMILES: [NH2:1][C:2]1[CH:7]=[CH:6][C:5]([C:8]2[C:16]3[C:11](=[CH:12][N:13]=[CH:14][CH:15]=3)[NH:10][C:9]=2[C:17]([NH2:19])=[O:18])=[CH:4][CH:3]=1.[CH3:20][O:21][C:22]1[CH:27]=[CH:26][C:25]([CH3:28])=[CH:24][C:23]=1[N:29]=[C:30]=[O:31]>O1CCCC1.ClCCl>[CH3:20][O:21][C:22]1[CH:27]=[CH:26][C:25]([CH3:28])=[CH:24][C:23]=1[NH:29][C:30](=[O:31])[NH:1][C:2]1[CH:3]=[CH:4][C:5]([C:8]2[C:16]3[C:11](=[CH:12][N:13]=[CH:14][CH:15]=3)[NH:10][C:9]=2[C:17]([NH2:19])=[O:18])=[CH:6][CH:7]=1. Procedure: To a solution of 100 mg of 3-(4-aminophenyl)-1H-pyrrolo[2,3-c]pyridine-2-carboxamide in 5 mL of tetrahydrofuran are added dropwise 54.4 μL of 2-methoxy-5-methylphenyl isocyanate. The reaction mixture is stirred for 16 hours at room temperature under an argon atmosphere and then concentrated under reduced pressure. The residue obtained is stirred for 30 minutes in 2 mL of dichloromethane. The suspended solid is filtered off, washed with water and drained by suction. After drying under vacuum, at ... The reactants are CCc1cc2c(=O)n(CC(=O)c3ccc(OC)cc3)c(=O)n(Cc3ccc(-c4ccccc4-c4noc(=O)[nH]4)cc3)c2s1, CCO, ClC(Cl)Cl, Cl, Cl, C=CCON, O, c1ccncc1. The product is C=CCON=C(Cn1c(=O)c2cc(CC)sc2n(Cc2ccc(-c3ccccc3-c3noc(=O)[nH]3)cc2)c1=O)c1ccc(OC)cc1. Reaction SMILES: [CH2:1]([CH3:2])[c:3]1[cH:4][c:5]2[c:6]([n:7]([CH2:24][c:25]3[cH:26][cH:27][c:28](-[c:31]4[c:32](-[c:37]5[n:38][o:39][c:40](=[O:42])[nH:41]5)[cH:33][cH:34][cH:35][cH:36]4)[cH:29][cH:30]3)[c:8](=[O:23])[n:9]([CH2:12][C:13](=[O:14])[c:15]3[cH:16][cH:17][c:18]([O:21][CH3:22])[cH:19][cH:20]3)[c:10]2=[O:11])[s:43]1.[CH3:62][CH2:63][OH:64].[CH:58]([Cl:59])([Cl:60])[Cl:61].[ClH:44].[ClH:56].[NH2:45][O:46][CH2:47][CH:48]=[CH2:49].[OH2:57].[cH:50]1[cH:51][cH:52][n:53][cH:54][cH:55]1>>[CH2:1]([CH3:2])[c:3]1[cH:4][c:5]2[c:6]([n:7]([CH2:24][c:25]3[cH:26][cH:27][c:28](-[c:31]4[c:32](-[c:37]5[n:38][o:39][c:40](=[O:42])[nH:41]5)[cH:33][cH:34][cH:35][cH:36]4)[cH:29][cH:30]3)[c:8](=[O:23])[n:9]([CH2:12][C:13]([c:15]3[cH:16][cH:17][c:18]([O:21][CH3:22])[cH:19][cH:20]3)=[N:45][O:46][CH2:47][CH:48]=[CH2:49])[c:10]2=[O:11])[s:43]1.